From a dataset of the Open Reaction Database (ORD), a public repository of structured organic reaction records. describe an organic reaction: reactants, conditions, products, and yield Reactants: O=C([O-])[O-], Cc1ccc(OCCCCl)c2c1NC(=O)C2(C)C, [I-], [K+], [K+], [K+], CN(C)C=O, C(=C1CCNCC1)c1ccc2ccccc2n1. The product is Cc1ccc(OCCCN2CCC(=Cc3ccc4ccccc4n3)CC2)c2c1NC(=O)C2(C)C. RXN SMILES: [C:36](=[O:37])([O-:38])[O-:39].[Cl:1][CH2:2][CH2:3][CH2:4][O:5][c:6]1[c:7]2[c:11]([c:12]([CH3:15])[cH:13][cH:14]1)[NH:10][C:9](=[O:16])[C:8]2([CH3:17])[CH3:18].[I-:43].[K+:40].[K+:41].[K+:42].[O:44]=[CH:45][N:46]([CH3:47])[CH3:48].[n:19]1[c:20]([CH:29]=[C:30]2[CH2:31][CH2:32][NH:33][CH2:34][CH2:35]2)[cH:21][cH:22][c:23]2[cH:24][cH:25][cH:26][cH:27][c:28]12>>[CH2:2]([CH2:3][CH2:4][O:5][c:6]1[c:7]2[c:11]([c:12]([CH3:15])[cH:13][cH:14]1)[NH:10][C:9](=[O:16])[C:8]2([CH3:17])[CH3:18])[N:33]1[CH2:32][CH2:31][C:30](=[CH:29][c:20]2[n:19][c:28]3[c:23]([cH:22][cH:21]2)[cH:24][cH:25][cH:26][cH:27]3)[CH2:35][CH2:34]1. Reactants: Cc1cc(CC(OC(=O)Oc2ccc([N+](=O)[O-])cc2)C(=O)N2CCC(N3CCCCC3)CC2)cc2cn(COCC[Si](C)(C)C)nc12, CN(C)C=O, CCN(C(C)C)C(C)C, Cl, O=c1[nH]c2ccccc2cc1C1CCNCC1. Product: Cc1cc(CC(OC(=O)N2CCC(c3cc4ccccc4[nH]c3=O)CC2)C(=O)N2CCC(N3CCCCC3)CC2)cc2cn(COCC[Si](C)(C)C)nc12. RXN SMILES: [C:1]([O:2][CH:3]([C:4]([N:5]1[CH2:6][CH2:7][CH:8]([N:11]2[CH2:12][CH2:13][CH2:14][CH2:15][CH2:16]2)[CH2:9][CH2:10]1)=[O:17])[CH2:18][c:19]1[cH:20][c:21]2[cH:22][n:23]([CH2:29][O:30][CH2:31][CH2:32][Si:33]([CH3:34])([CH3:35])[CH3:36])[n:24][c:25]2[c:26]([CH3:28])[cH:27]1)([O:37][c:39]1[cH:40][cH:41][c:42]([N+:43]([O-:44])=[O:45])[cH:46][cH:47]1)=[O:38].[CH3:75][N:76]([CH3:77])[CH:78]=[O:79].[CH:66]([N:67]([CH:68]([CH3:69])[CH3:70])[CH2:71][CH3:72])([CH3:73])[CH3:74].[ClH:48].[NH:49]1[CH2:50][CH2:51][CH:52]([c:55]2[c:56](=[O:65])[nH:57][c:58]3[cH:59][cH:60][cH:61][cH:62][c:63]3[cH:64]2)[CH2:53][CH2:54]1>>[C:1]([O:2][CH:3]([C:4]([N:5]1[CH2:6][CH2:7][CH:8]([N:11]2[CH2:12][CH2:13][CH2:14][CH2:15][CH2:16]2)[CH2:9][CH2:10]1)=[O:17])[CH2:18][c:19]1[cH:20][c:21]2[cH:22][n:23]([CH2:29][O:30][CH2:31][CH2:32][Si:33]([CH3:34])([CH3:35])[CH3:36])[n:24][c:25]2[c:26]([CH3:28])[cH:27]1)(=[O:37])[N:49]1[CH2:50][CH2:51][CH:52]([c:55]2[c:56](=[O:65])[nH:57][c:58]3[cH:59][cH:60][cH:61][cH:62][c:63]3[cH:64]2)[CH2:53][CH2:54]1.